Task: describe an organic reaction: reactants, conditions, products, and yield. Dataset: the Open Reaction Database (ORD), a public repository of structured organic reaction records The reactants are N1CCNCC1 (piperazine), ClC1=CC=NC=C1 (4-chloropyridine). Run in C=1(C(=CC=CC1)C)C (xylene). The product is N1=CC=C(C=C1)N1CCNCC1 (1-(4-Pyridinyl)piperazine). Yield: 15.9%. As a reaction SMILES: [NH:1]1[CH2:6][CH2:5][NH:4][CH2:3][CH2:2]1.Cl[C:8]1[CH:13]=[CH:12][N:11]=[CH:10][CH:9]=1>C1(C)C(C)=CC=CC=1>[N:11]1[CH:12]=[CH:13][C:8]([N:1]2[CH2:6][CH2:5][NH:4][CH2:3][CH2:2]2)=[CH:9][CH:10]=1. Procedure: A mixture of piperazine (67.0 g, 0.78 mol) and 4-chloropyridine (26.1 g, 0.23 mol) in xylene (520 ml) was heated at reflux for 20hr. The reaction mixture was cooled and filtered. The filtrate was evaporated to dryness to give 5.96 g of the title compound as a solid; m.p. 132°-136° C.; NMR(CDCl3) δ1.8(s,1H), 2.9(m,4H), 3.2(m,4H), 6.6(m,2H), 8.2(m,2H). Starting materials: N1=CC=C(C=C1)N1CCNCC1 (1-(4-pyridyl)piperazine), CNS(=O)(=O)C1=CC=C(C=C1)F (N-methyl-4-fluorobenzenesulphonamide), C([O-])([O-])=O.[K+].[K+] (potassium carbonate). Run in CN1C(CCC1)=O (N-methylpyrrolidone). Reaction conditions: temperature 100 celsius, time 24 hour. The product is CNS(=O)(=O)C1=CC=C(C=C1)N1CCN(CC1)C1=CC=NC=C1 (N-Methyl-4-[4-(4-pyridyl)piperazin-1-yl]benzenesulphonamide). Yield: 6.9%. RXN SMILES: [N:1]1[CH:6]=[CH:5][C:4]([N:7]2[CH2:12][CH2:11][NH:10][CH2:9][CH2:8]2)=[CH:3][CH:2]=1.[CH3:13][NH:14][S:15]([C:18]1[CH:23]=[CH:22][C:21](F)=[CH:20][CH:19]=1)(=[O:17])=[O:16].C(=O)([O-])[O-].[K+].[K+]>CN1CCCC1=O>[CH3:13][NH:14][S:15]([C:18]1[CH:19]=[CH:20][C:21]([N:10]2[CH2:9][CH2:8][N:7]([C:4]3[CH:5]=[CH:6][N:1]=[CH:2][CH:3]=3)[CH2:12][CH2:11]2)=[CH:22][CH:23]=1)(=[O:16])=[O:17] |f:2.3.4|. Reported procedure: A mixture of 1-(4-pyridyl)piperazine (0.86 g), N-methyl-4-fluorobenzenesulphonamide (1.00 g) and potassium carbonate (2.00 g) in N-methylpyrrolidone was stirred at 100° C. for 24 hours and then evaporated. The residue was partitioned between dichloromethane and 2N hydrochloric acid. The acid layer was washed with dichloromethane, filtered and made basic with sodium bicarbonate solution. The mixture was extracted several times with chloroform, and the combined extracts were washed with water, dri... The reactants are COCCOCCO, Nc1nc2c(Cl)cccc2s1, NN, O, O. Yields the product NNc1nc2c(Cl)cccc2s1. Reaction SMILES: [CH3:16][O:17][CH2:18][CH2:19][O:20][CH2:21][CH2:22][OH:23].[Cl:1][c:2]1[cH:3][cH:4][cH:5][c:6]2[c:7]1[n:8][c:9]([NH2:11])[s:10]2.[NH2:13][NH2:14].[OH2:12].[OH2:15]>>[Cl:1][c:2]1[cH:3][cH:4][cH:5][c:6]2[c:7]1[n:8][c:9]([NH:11][NH2:13])[s:10]2. Reactants: CC1(CC=C(C=2C=C(C=CC12)C#CC1=CC=C(C(=O)O)C=C1)C(C)(C)C)C (4-[(7,8-dihydro-8,8-dimethyl-5-(1,1-dimethylethyl)naphth-3-yl)ethynyl]benzoic acid), CC1(CC=C(C=2C=C(C=CC12)C#CC1=CC=C(C(=O)O)C=C1)C(C)(C)C)C (4-[(7,8-dihydro-8,8-dimethyl-5-(1,1-dimethylethyl)naphth-3-yl)ethynyl]benzoic acid), CC1(CC=CC=2C=C(C=CC12)C#CC1=CC=C(C(=O)OCC)C=C1)C (Ethyl 4-[(7,8-dihydro-8,8-dimethylnaphth-3-yl)ethynyl]benzoate), CC1(CC=CC=2C=C(C=CC12)C#CC1=CC=C(C(=O)OCC)C=C1)C (Ethyl 4-[(7,8-dihydro-8,8-dimethylnaphth-3-yl)ethynyl]benzoate). Product: CC1(CC=CC=2C=C(C=CC12)C#CC1=CC=C(C(=O)O)C=C1)C (4-[(7,8-dihydro-8,8-dimethylnaphth-3-yl)ethynyl]benzoic acid). Reaction SMILES: [CH3:1][C:2]1([CH3:27])[C:11]2[CH:10]=[CH:9][C:8]([C:12]#[C:13][C:14]3[CH:22]=[CH:21][C:17]([C:18]([OH:20])=[O:19])=[CH:16][CH:15]=3)=[CH:7][C:6]=2[C:5](C(C)(C)C)=[CH:4][CH2:3]1.CC1(C)C2C=CC(C#CC3C=CC(C(OCC)=O)=CC=3)=CC=2C=CC1>>[CH3:1][C:2]1([CH3:27])[C:11]2[CH:10]=[CH:9][C:8]([C:12]#[C:13][C:14]3[CH:15]=[CH:16][C:17]([C:18]([OH:20])=[O:19])=[CH:21][CH:22]=3)=[CH:7][C:6]=2[CH:5]=[CH:4][CH2:3]1. Procedure: Employing the same general procedure as for the preparation of 4-[(7,8-dihydro-8,8-dimethyl-5-(1,1-dimethylethyl)naphth-3-yl)ethynyl]benzoic acid (Compound 80), 25.3 mg (0.08 mmol) of ethyl 4-[(7,8-dihydro-8,8-dimethylnaphth-3-yl)ethynyl]benzoate (Compound 72) was converted into the title compound (colorless solid) using 8.0 mg (0.14 mmol) of LiOH in H2O.